The task is: describe an organic reaction: reactants, conditions, products, and yield. This data is from the Open Reaction Database (ORD), a public repository of structured organic reaction records. Reactants: ClC(Cl)(Cl)Cl, O=C(OOC(=O)c1ccccc1)c1ccccc1, Cc1ccc(-c2ccon2)cn1, CCOC(C)=O, O=C1CCC(=O)N1Cl. The product is ClCc1ccc(-c2ccon2)cn1. As a reaction SMILES: [C:13]([Cl:14])([Cl:15])([Cl:16])[Cl:17].[C:26]([O:27][O:28][C:29](=[O:30])[c:31]1[cH:32][cH:33][cH:34][cH:35][cH:36]1)(=[O:37])[c:38]1[cH:39][cH:40][cH:41][cH:42][cH:43]1.[CH3:1][c:2]1[cH:3][cH:4][c:5](-[c:8]2[n:9][o:10][cH:11][cH:12]2)[cH:6][n:7]1.[CH3:44][CH2:45][O:46][C:47]([CH3:48])=[O:49].[Cl:18][N:19]1[C:20](=[O:21])[CH2:22][CH2:23][C:24]1=[O:25]>>[CH2:1]([c:2]1[cH:3][cH:4][c:5](-[c:8]2[n:9][o:10][cH:11][cH:12]2)[cH:6][n:7]1)[Cl:14]. Reactants: FC(C1=CC=C(C=C1)[C@H]1NCCC2=CC=CC=C12)(F)F ((R)-1-(4-(trifluoromethyl)phenyl)-1,2,3,4-tetrahydroisoquinoline), FC(C1(CC1)C(=O)O)(F)F (1-(trifluoromethyl)cyclopropane carboxylic acid), CCN(C(C)C)C(C)C (DIEA), C1(=CC=CC=C1)P(=O)(C1=CC=CC=C1)N=[N+]=[N-] (diphenylphosphoryl azide). Solvent: O1CCOCC1 (p-dioxane). Yields the product FC(C1(CC1)NC(=O)N1[C@@H](C2=CC=CC=C2CC1)C1=CC=C(C=C1)C(F)(F)F)(F)F ((R)—N-(1-(Trifluoromethyl)cyclopropyl)-1-(4-(trifluoromethyl)phenyl)-3,4-dihydroisoquinoline-2(1H)-carboxamide). Reaction SMILES: [F:1][C:2]([F:10])([F:9])[C:3]1(C(O)=O)[CH2:5][CH2:4]1.CC[N:13]([CH:17](C)C)C(C)C.C1(P(N=[N+]=[N-])(C2C=CC=CC=2)=[O:27])C=CC=CC=1.[F:37][C:38]([F:56])([F:55])[C:39]1[CH:44]=[CH:43][C:42]([C@@H:45]2[C:54]3[C:49](=[CH:50][CH:51]=[CH:52][CH:53]=3)[CH2:48][CH2:47][NH:46]2)=[CH:41][CH:40]=1>O1CCOCC1>[F:10][C:2]([F:1])([F:9])[C:3]1([NH:13][C:17]([N:46]2[CH2:47][CH2:48][C:49]3[C:54](=[CH:53][CH:52]=[CH:51][CH:50]=3)[C@H:45]2[C:42]2[CH:41]=[CH:40][C:39]([C:38]([F:37])([F:55])[F:56])=[CH:44][CH:43]=2)=[O:27])[CH2:4][CH2:5]1. Procedure: A mixture of 1-(trifluoromethyl)cyclopropane carboxylic acid (0.36 g, 2.3 mmol), DIEA (0.41 mL, 2.3 mmol), and diphenylphosphoryl azide (0.51 mL, 2.3 mmol) in p-dioxane (8 mL) was stirred at RT for 1 h. (R)-1-(4-(trifluoromethyl)phenyl)-1,2,3,4-tetrahydroisoquinoline (0.500 g, 1.8 mmol) was added and the mixture was heated to reflux for 16 h. The mixture was cooled, concentrated and purified by ISCO (0-40% EtOAc/hexanes) to give the title compound. MS (ESI, positive ion) m/z: 429 (M+1). The product is C(CCC)C1=CC=C(N(CC(=O)O)CC(=O)O)C=C1 (p-(n-butyl)aniline diacetic acid). Conditions: time 4 hour. Reaction SMILES: [CH2:1]([C:5]1[CH:11]=[CH:10][C:8]([NH2:9])=[CH:7][CH:6]=1)[CH2:2][CH2:3][CH3:4].Cl[CH2:13][C:14]([O-:16])=[O:15].[Na+].[OH-:18].[Na+].Cl.[O:21]1[CH2:26][CH2:25]OCC1>O>[CH2:1]([C:5]1[CH:6]=[CH:7][C:8]([N:9]([CH2:25][C:26]([OH:21])=[O:18])[CH2:13][C:14]([OH:16])=[O:15])=[CH:10][CH:11]=1)[CH2:2][CH2:3][CH3:4] |f:1.2,3.4|. The reactants are C(CCC)C1=CC=C(N)C=C1 (p-n-butylaniline), Cl (hydrochloric acid), 16g, [OH-].[Na+] (sodium hydroxide), ClCC(=O)[O-].[Na+] (sodium chloroacetate), O1CCOCC1 (dioxane). Solvent: O (water), O (water), O (water). Procedure details: Into a three-neck r.b. flask, equipped with glass stirrer, reflux condenser, thermometer, and addition funnel were placed 29.9g (0.2M) p-n-butylaniline; 46.6g (0.4M) sodium chloroacetate dissolved in a solution of 200 ml water and 45 ml dioxane and 10 drops of a mixed acid/base indicator. The solution was heated to reflux and a solution of 16g sodium hydroxide in 64 ml water was added dropwise so as to maintain the pH between 5 and 8 as shown by the indicator. Reaction was completed within 4 hou... The reactants are C(C)(C)(C)OC(=O)N(C=1SC(=CN1)C=1C=C(C=2N(C1)C=C(N2)C(=O)OCC)C2=CC=CC=C2)C(=O)OC(C)(C)C (ethyl 6-(2-(bis(tert-butoxycarbonyl)amino)thiazol-5-yl)-8-phenyl-imidazo[1,2-a]pyridine-2-carboxylate). The solvent is C(=O)(C(F)(F)F)O (TFA). Yields the product NC=1SC(=CN1)C=1C=C(C=2N(C1)C=C(N2)C(=O)OCC)C2=CC=CC=C2 (Ethyl 6-(2-aminothiazol-5-yl)-8-phenylimidazo[1,2-a]pyridine-2-carboxylate). Yield: 38.7%. RXN SMILES: C(OC([N:8](C(OC(C)(C)C)=O)[C:9]1[S:10][C:11]([C:14]2[CH:15]=[C:16]([C:28]3[CH:33]=[CH:32][CH:31]=[CH:30][CH:29]=3)[C:17]3[N:18]([CH:20]=[C:21]([C:23]([O:25][CH2:26][CH3:27])=[O:24])[N:22]=3)[CH:19]=2)=[CH:12][N:13]=1)=O)(C)(C)C>C(O)(C(F)(F)F)=O>[NH2:8][C:9]1[S:10][C:11]([C:14]2[CH:15]=[C:16]([C:28]3[CH:33]=[CH:32][CH:31]=[CH:30][CH:29]=3)[C:17]3[N:18]([CH:20]=[C:21]([C:23]([O:25][CH2:26][CH3:27])=[O:24])[N:22]=3)[CH:19]=2)=[CH:12][N:13]=1. Procedure: A solution of ethyl 6-(2-(bis(tert-butoxycarbonyl)amino)thiazol-5-yl)-8-phenyl-imidazo[1,2-a]pyridine-2-carboxylate (28 mg) in 3 ml of TFA was stirred at room temperature for 2 hours. The Solvent was evaporated and the residue made basic with NH4OH/MeOH/CH2Cl2 (1:9:90) solution, and then evaporated to dryness. The residue was purified by column chromatography on silica gel using ethyl acetate as eluent to give 7 mg of Ethyl 6-(2-aminothiazol-5-yl)-8-phenylimidazo[1,2-a]pyridine-2-carboxylate as ... The reactants are [Cl-].[NH4+] (ammonium chloride), [H-].[Na+] (sodium hydride), S1C(=NC2=C1C=CC=C2)COC2=CC=C(C=C2)NC(C)=O (N-[4-(Benzothiazol-2-ylmethoxy)phenyl]acetamide), ClC(=O)OCC (ethyl chloroformate). Solvent: CN(C=O)C (dimethylformamide). Reaction conditions: time 5 minute. Product: S1C(=NC2=C1C=CC=C2)COC2=CC=C(C=C2)N(C(C)=O)C(=O)OCC (N-[4-(Benzothiazol-2-ylmethoxy)phenyl]-N-ethoxycarbonylacetamide). The yield is 81.0%. RXN SMILES: [H-].[Na+].[S:3]1[C:7]2[CH:8]=[CH:9][CH:10]=[CH:11][C:6]=2[N:5]=[C:4]1[CH2:12][O:13][C:14]1[CH:19]=[CH:18][C:17]([NH:20][C:21](=[O:23])[CH3:22])=[CH:16][CH:15]=1.Cl[C:25]([O:27][CH2:28][CH3:29])=[O:26].[Cl-].[NH4+]>CN(C)C=O>[S:3]1[C:7]2[CH:8]=[CH:9][CH:10]=[CH:11][C:6]=2[N:5]=[C:4]1[CH2:12][O:13][C:14]1[CH:19]=[CH:18][C:17]([N:20]([C:25]([O:27][CH2:28][CH3:29])=[O:26])[C:21](=[O:23])[CH3:22])=[CH:16][CH:15]=1 |f:0.1,4.5|. Reported procedure: 28 mg of sodium hydride (as a 60% w/w dispersion in mineral oil) were added to a solution of 187 mg of N-[4-(benzothiazol-2-ylmethoxy)phenyl]acetamide (prepared as described in Example 1 above) in 4 ml of dimethylformamide cooled in an ice-water bath. The resulting mixture was stirred for 5 minutes at the same temperature, after which 0.066 ml of ethyl chloroformate were added, the temperature of the resulting mixture was elevated to room temperature and the mixture was stirred for 5 hours. At t...